Dataset: the Open Reaction Database (ORD), a public repository of structured organic reaction records. Task: describe an organic reaction: reactants, conditions, products, and yield The reactants are Cl.O=C1N(CC(C1)CCC)CC1=CN=CN1CC(=O)OCC (ethyl {5-[(2-oxo-4-propylpyrrolidin-1-yl)methyl]-1H-imidazol-1-yl}acetate hydrochloride). Run in Cl (HCl). Run at temperature 40 celsius. Product: O=C1N(CC(C1)CCC)CC1=CN=CN1CC(=O)O ({5-[(2-oxo-4-propylpyrrolidin-1-yl)methyl]-1H-imidazol-1-yl}acetic acid). RXN SMILES: Cl.[O:2]=[C:3]1[CH2:7][CH:6]([CH2:8][CH2:9][CH3:10])[CH2:5][N:4]1[CH2:11][C:12]1[N:16]([CH2:17][C:18]([O:20]CC)=[O:19])[CH:15]=[N:14][CH:13]=1>Cl>[O:2]=[C:3]1[CH2:7][CH:6]([CH2:8][CH2:9][CH3:10])[CH2:5][N:4]1[CH2:11][C:12]1[N:16]([CH2:17][C:18]([OH:20])=[O:19])[CH:15]=[N:14][CH:13]=1 |f:0.1|. Procedure details: In a 250 ml, three necked flask fitted with a magnetic stirrer, ethyl {5-[(2-oxo-4-propylpyrrolidin-1-yl)methyl]-1H-imidazol-1-yl}acetate hydrochloride x49 (5.19 g, 0.018 mol) is dissolved in 2M HCl (150 ml) and heated at 40° C. for 20 h. The reaction mixture is evaporated to dryness to afford the crude acid x50 (6.19 g) that is used as such in the next step. Reactants: O=C1[C@]2(C=3C(=NC=CC3)N1)CC1=C(C=C3C=C(C=NC3=C1)CN[C@@H](CCNC1(CCCC1)C(=O)OC)C1=CC=CC=C1)C2 (Methyl 1-{[(3S)-3-({[(7S)-2′-oxo-1′, 2′,6,8-tetrahydrospiro[cyclo-penta[g]quinoline-7,3′-pyrrolo[2,3-b]pyridin]-3-yl]methyl}amino}-3-phenylpropyl]amino)cyclopentanecarboxylate), O([K])[Si](C)(C)C (KOTMS), O([K])[Si](C)(C)C (KOTMS). The solvent is C1CCOC1 (THF), C1CCOC1 (THF). Run at temperature 50 celsius. Product: O=C1[C@]2(C=3C(=NC=CC3)N1)CC1=C(C=C3C=C(C=NC3=C1)CN[C@@H](CCNC1(CCCC1)C(=O)[O-])C1=CC=CC=C1)C2.[K+] (Potassium 1-{[(3S)-3-({[(7S)-2′-oxo-1′, 2′,6,8-tetrahydrospiro[cyclo-penta[g]quinoline-7,3′-pyrrolo[2,3-b]pyridin]-3-yl]methyl}amino)-3-phenylpropyl]amino}cyclopentanecarboxylate). Reaction SMILES: [O:1]=[C:2]1[NH:10][C:5]2=[N:6][CH:7]=[CH:8][CH:9]=[C:4]2[C@:3]21[CH2:43][C:13]1[CH:14]=[C:15]3[C:20](=[CH:21][C:12]=1[CH2:11]2)[N:19]=[CH:18][C:17]([CH2:22][NH:23][C@H:24]([C:37]1[CH:42]=[CH:41][CH:40]=[CH:39][CH:38]=1)[CH2:25][CH2:26][NH:27][C:28]1([C:33]([O:35]C)=[O:34])[CH2:32][CH2:31][CH2:30][CH2:29]1)=[CH:16]3.O([Si](C)(C)C)[K:45]>C1COCC1>[O:1]=[C:2]1[NH:10][C:5]2=[N:6][CH:7]=[CH:8][CH:9]=[C:4]2[C@:3]21[CH2:43][C:13]1[CH:14]=[C:15]3[C:20](=[CH:21][C:12]=1[CH2:11]2)[N:19]=[CH:18][C:17]([CH2:22][NH:23][C@H:24]([C:37]1[CH:38]=[CH:39][CH:40]=[CH:41][CH:42]=1)[CH2:25][CH2:26][NH:27][C:28]1([C:33]([O-:35])=[O:34])[CH2:29][CH2:30][CH2:31][CH2:32]1)=[CH:16]3.[K+:45] |f:3.4|. Procedure: To a solution of methyl 1-{[(3S)-3-({[(7S)-2′-oxo-1′,2′,6,8-tetrahydrospiro[cyclo-penta[g]quinoline-7,3′-pyrrolo[2,3-b]pyridin]-3-yl]methyl}amino)-3-phenylpropyl]amino}cyclopentanecarboxylate from Step A (50. mg, 0.087 mmol) in a minimal amount of THF (5 mL) was added KOTMS (22 mg, 0.17 mmol), prior to heating to 50° C. Additional KOTMS was added as needed (˜2 equiv) until very little starting material was detected in solution. The reaction was allowed to cool to ambient temperature before the T...